This data is from the Open Reaction Database (ORD), a public repository of structured organic reaction records. The task is: describe an organic reaction: reactants, conditions, products, and yield Starting materials: C(C)OP(=O)(OCC)CC=1C=2CC3=C(NC(C=4N3C=C(N4)C(=O)OCC)=O)C2C=CC1 (ethyl 9-(diethoxyphosphorylmethyl)-4-oxo-5,10-dihydroimidazo[1,2-a]indeno[1,2-e]pyrazine-2-carboxylate), Br (hydrobromic acid), O (water). Solvent: C(C)(=O)O (acetic acid). Yields the product O=C1C=2N(C3=C(N1)C=1C=CC=C(C1C3)CP(=O)(O)O)C=C(N2)C(=O)O (4-oxo-9-phosphonomethyl-5,10-dihydroimidazo[1,2-a]indeno[1,2-e]pyrazine-2-carboxylic acid). Isolated yield 61.6%. As a reaction SMILES: C([O:3][P:4]([CH2:9][C:10]1[C:11]2[CH2:12][C:13]3[N:18]4[CH:19]=[C:20]([C:22]([O:24]CC)=[O:23])[N:21]=[C:17]4[C:16](=[O:27])[NH:15][C:14]=3[C:28]=2[CH:29]=[CH:30][CH:31]=1)([O:6]CC)=[O:5])C.Br.O>C(O)(=O)C>[O:27]=[C:16]1[NH:15][C:14]2[C:28]3[CH:29]=[CH:30][CH:31]=[C:10]([CH2:9][P:4]([OH:6])([OH:5])=[O:3])[C:11]=3[CH2:12][C:13]=2[N:18]2[CH:19]=[C:20]([C:22]([OH:24])=[O:23])[N:21]=[C:17]12. Procedure details: A mixture of 0.6 g of ethyl 9-(diethoxyphosphorylmethyl)-4-oxo-5,10-dihydroimidazo[1,2-a]indeno[1,2-e]pyrazine-2-carboxylate, 30 ml of hydrobromic acid at 30% in acetic acid and 10 ml of distilled water is heated at reflux for 2 hours. The reaction mixture is filtered and the solid is washed with 3×20 ml of distilled water, and then with 2×10 ml of acetone and finally dried under vacuum (1 mm Hg, 0.13 kPa) at close to 40° C. 0.3 g of 4-oxo-9-phosphonomethyl-5,10-dihydroimidazo[1,2-a]indeno[1,2-e... As a reaction SMILES: [CH2:10]([O:11][CH2:12][CH3:13])[CH3:14].[CH3:15][Li:16].[CH3:18][CH2:19][OH:20].[CH3:1][c:2]1[s:3][cH:4][c:5]([C:7](=[O:8])[OH:9])[cH:6]1.[OH2:17]>>[CH3:1][c:2]1[s:3][cH:4][c:5]([C:7](=[O:9])[CH3:10])[cH:6]1. The product is CC(=O)c1csc(C)c1. Starting materials: CCOCC, [Li]C, CCO, Cc1cc(C(=O)O)cs1, O. Starting materials: COC(=O)C=1C=C(C2=C(C(CO2)(C)C)C1)C1=C(C=CC(=C1)C=O)OC(F)(F)F (7-(5-formyl-2-trifluoromethoxy-phenyl)-3,3-dimethyl-2,3-dihydro-benzofuran-5-carboxylic acid methyl ester), [OH-].[K+] (potassium hydroxide). The solvent is CO (methanol). Product: C(=O)C=1C=CC(=C(C1)C1=CC(=CC=2C(COC21)(C)C)C(=O)O)OC(F)(F)F (7-(5-formyl-2-trifluoromethoxy-phenyl)-3,3-dimethyl-2,3-dihydro-benzofuran-5-carboxylic acid). Isolated yield 6.1%. As a reaction SMILES: C[O:2][C:3]([C:5]1[CH:6]=[C:7]([C:16]2[CH:21]=[C:20]([CH:22]=[O:23])[CH:19]=[CH:18][C:17]=2[O:24][C:25]([F:28])([F:27])[F:26])[C:8]2[O:12][CH2:11][C:10]([CH3:14])([CH3:13])[C:9]=2[CH:15]=1)=[O:4].[OH-].[K+]>CO>[CH:22]([C:20]1[CH:19]=[CH:18][C:17]([O:24][C:25]([F:26])([F:27])[F:28])=[C:16]([C:7]2[C:8]3[O:12][CH2:11][C:10]([CH3:14])([CH3:13])[C:9]=3[CH:15]=[C:5]([C:3]([OH:4])=[O:2])[CH:6]=2)[CH:21]=1)=[O:23] |f:1.2|. Procedure details: A mixture of 7-(5-Formyl-2-trifluoromethoxy-phenyl)-3,3-dimethyl-2,3-dihydro-benzofuran-5-carboxylic acid methyl ester (1.76 g, 4.82 mmol) (example 8) and 5N potassium hydroxide (2 mL) in methanol (20 mL) was heated at reflux for 1 hour. The solvent was then evaporated. The mixture was diluted with water and washed twice with diethyl ether. The aqueous layers were acidified with 1N HCl and extracted twice with ethyl acetate. The organic combined extract was further washed with water, brine, drie... Reactants: CC(=O)OC(C)=O, CC(N)(Cc1cc(I)c(Oc2ccc(O)cc2)c(I)c1)C(=O)O, O=CO. Yields the product CC(Cc1cc(I)c(Oc2ccc(O)cc2)c(I)c1)(NC=O)C(=O)O. Reaction SMILES: [C:24]([O:25][C:27](=[O:28])[CH3:29])(=[O:26])[CH3:30].[CH3:1][C:2]([NH2:3])([CH2:4][c:5]1[cH:6][c:7]([I:20])[c:8]([O:12][c:13]2[cH:14][cH:15][c:16]([OH:19])[cH:17][cH:18]2)[c:9]([I:11])[cH:10]1)[C:21](=[O:22])[OH:23].[CH:31]([OH:32])=[O:33]>>[CH3:1][C:2]([NH:3][CH:24]=[O:26])([CH2:4][c:5]1[cH:6][c:7]([I:20])[c:8]([O:12][c:13]2[cH:14][cH:15][c:16]([OH:19])[cH:17][cH:18]2)[c:9]([I:11])[cH:10]1)[C:21](=[O:22])[OH:23]. As a reaction SMILES: [Cl:1][C:2]1[CH:3]=[C:4]([CH:7]=[CH:8][C:9]=1[Cl:10])[CH2:5][Br:6].[Zn:11]>>[Br-:6].[Cl:1][C:2]1[CH:3]=[C:4]([CH:7]=[CH:8][C:9]=1[Cl:10])[CH2:5][Zn+:11] |f:2.3|. Reactants: ClC=1C=C(CBr)C=CC1Cl (3,4-dichlorobenzyl bromide), [Zn] (Zinc). Product: [Br-].ClC=1C=C(C[Zn+])C=CC1Cl (3,4-dichlorobenzyl zinc bromide). Reaction conditions: time 8 hour. Procedure details: A mixture of 3,4-dichlorobenzyl bromide (0.47 g, 1.96 mmol) and Rieke Zinc (3.0 ml, 5 g/100 ml THF, 2.35 mmol) was stirred overnight at r.t. in a flame-dried Schlenk tube and decanted to provide a 0.65M stock solution of 3,4-dichlorobenzyl zinc bromide. A solution of 8-bromo-9-butyl-9H-purin-6-ylamine (42.7 mg, 0.158 mol), Pd(dppf)Cl2 (16.8 mg, 0.020 mmol), and 3,4-dichlorobenzyl zinc bromide (0.61 ml, 0.65M in THF) was stirred in a flame-dried Schlenk tube at 66° C. overnight, quenched with sat... Reactants: OCC1=CC=C(C=C1)B(O)O (4-(hydroxymethyl)phenyl boronic acid), ClC=1C(=NC=CN1)N1CCN(CC1)CCN(S(=O)(=O)C1=CC=CC=C1)C (N-[2-(3′-chloro-2,3,5,6-tetrahydro-[1,2′]bipyrazinyl-4-yl)-ethyl]-N-methyl-benzenesulfonamide), O (water), C([O-])([O-])=O.[K+].[K+] (potassium carbonate), OCC1=CC=C(C=C1)B(O)O (4-(hydroxymethyl)phenyl boronic acid). The reagents and catalysts are C=1C=CC(=CC1)[P](C=2C=CC=CC2)(C=3C=CC=CC3)[Pd]([P](C=4C=CC=CC4)(C=5C=CC=CC5)C=6C=CC=CC6)([P](C=7C=CC=CC7)(C=8C=CC=CC8)C=9C=CC=CC9)[P](C=1C=CC=CC1)(C=1C=CC=CC1)C=1C=CC=CC1 (tetrakis(triphenylphosphine)palladium(0)), C=1C=CC(=CC1)[P](C=2C=CC=CC2)(C=3C=CC=CC3)[Pd]([P](C=4C=CC=CC4)(C=5C=CC=CC5)C=6C=CC=CC6)([P](C=7C=CC=CC7)(C=8C=CC=CC8)C=9C=CC=CC9)[P](C=1C=CC=CC1)(C=1C=CC=CC1)C=1C=CC=CC1 (tetrakis(triphenylphosphine)palladium(0)). Run in CN(C(C)=O)C (N,N-dimethylacetamide). Reaction conditions: temperature 70 celsius, time 72 hour. Product: Cl.OCC1=CC=C(C=C1)C=1C(=NC=CN1)N1CCN(CC1)CCN(S(=O)(=O)C1=CC=CC=C1)C (N-{2-[3′-(4-Hydroxymethyl-phenyl)-2,3,5,6-tetrahydro-[1,2′]bipyrazinyl-4-yl]-ethyl}-N-methyl-benzenesulfonamide hydrochloride). Yield: 72.8%. Reaction SMILES: [Cl:1][C:2]1[C:3]([N:8]2[CH2:13][CH2:12][N:11]([CH2:14][CH2:15][N:16]([CH3:26])[S:17]([C:20]3[CH:25]=[CH:24][CH:23]=[CH:22][CH:21]=3)(=[O:19])=[O:18])[CH2:10][CH2:9]2)=[N:4][CH:5]=[CH:6][N:7]=1.C(=O)([O-])[O-].[K+].[K+].[OH:33][CH2:34][C:35]1[CH:40]=[CH:39][C:38](B(O)O)=[CH:37][CH:36]=1.O>CN(C)C(=O)C.C1C=CC([P]([Pd]([P](C2C=CC=CC=2)(C2C=CC=CC=2)C2C=CC=CC=2)([P](C2C=CC=CC=2)(C2C=CC=CC=2)C2C=CC=CC=2)[P](C2C=CC=CC=2)(C2C=CC=CC=2)C2C=CC=CC=2)(C2C=CC=CC=2)C2C=CC=CC=2)=CC=1>[ClH:1].[OH:33][CH2:34][C:35]1[CH:40]=[CH:39][C:38]([C:2]2[C:3]([N:8]3[CH2:13][CH2:12][N:11]([CH2:14][CH2:15][N:16]([CH3:26])[S:17]([C:20]4[CH:25]=[CH:24][CH:23]=[CH:22][CH:21]=4)(=[O:19])=[O:18])[CH2:10][CH2:9]3)=[N:4][CH:5]=[CH:6][N:7]=2)=[CH:37][CH:36]=1 |f:1.2.3,8.9,^1:54,56,75,94|. Procedure: Combine N-[2-(3′-chloro-2,3,5,6-tetrahydro-[1,2′]bipyrazinyl-4-yl)-ethyl]-N-methyl-benzenesulfonamide (0.300 g, 0.758 mmol), potassium carbonate (0.251 g, 1.82 mmol), (4-(hydroxymethyl)phenyl boronic acid (0.138 g, 0.909 mmol), and tetrakis(triphenylphosphine)palladium(0) (0.009 g, 0.008 mmol) in N,N-dimethylacetamide (1.5 mL). Add water (760 μL), and reflux reaction for 6 hr. Continue to heat at 70° C. for 18 hr. Add (4-(hydroxymethyl)phenyl boronic acid (0.069 g, 0.56 mmol) and tetrakis(triphe... Procedure details: The product of Example 155 is reacted with trimethyloxonium tetrafluoroborate in CH2Cl2 by the method of Example 3 to produce the title material. Yields the product COC=1CCCCC(N1)C=CC1=C(C=CC=C1)[N+](=O)[O-] (3,4,5,6-tetrahydro-7-methoxy-2-[2-(2-nitrophenyl)ethenyl]-2H-azepine). Reactants: [N+](=O)([O-])C1=C(C=CC=C1)C=CC1CCCCC(N1)=O (hexahydro-7-[2-(2-nitrophenyl)ethenyl]-2H-azepin-2-one), F[B-](F)(F)F.C[O+](C)C (trimethyloxonium tetrafluoroborate). The solvent is C(Cl)Cl (CH2Cl2). As a reaction SMILES: [N+:1]([C:4]1[CH:9]=[CH:8][CH:7]=[CH:6][C:5]=1[CH:10]=[CH:11][CH:12]1[NH:18][C:17](=[O:19])[CH2:16][CH2:15][CH2:14][CH2:13]1)([O-:3])=[O:2].F[B-](F)(F)F.[CH3:25][O+](C)C>C(Cl)Cl>[CH3:25][O:19][C:17]1[CH2:16][CH2:15][CH2:14][CH2:13][CH:12]([CH:11]=[CH:10][C:5]2[CH:6]=[CH:7][CH:8]=[CH:9][C:4]=2[N+:1]([O-:3])=[O:2])[N:18]=1 |f:1.2|. The reactants are COC(=O)c1ccc(O)c(Br)c1, O=C([O-])[O-], CCOC(C)=O, CC(C)I, [K+], [K+], CN(C)C=O. Product: COC(=O)c1ccc(OC(C)C)c(Br)c1. RXN SMILES: [Br:1][c:2]1[cH:3][c:4]([C:5](=[O:6])[O:7][CH3:8])[cH:9][cH:10][c:11]1[OH:12].[C:13](=[O:14])([O-:15])[O-:16].[CH3:23][CH2:24][O:25][C:26](=[O:27])[CH3:28].[I:19][CH:20]([CH3:21])[CH3:22].[K+:17].[K+:18].[O:29]=[CH:30][N:31]([CH3:32])[CH3:33]>>[Br:1][c:2]1[cH:3][c:4]([C:5](=[O:6])[O:7][CH3:8])[cH:9][cH:10][c:11]1[O:12][CH:20]([CH3:21])[CH3:22].